Dataset: the Open Reaction Database (ORD), a public repository of structured organic reaction records. Task: describe an organic reaction: reactants, conditions, products, and yield Reactants: COC=1C=C(CCNCC(C(=O)O)O)C=CC1OC (3-(3,4-dimethoxyphenethyl)amino-2-hydroxypropionic acid), COC1=C(CO)C=CC=C1 (2-methoxybenzyl alcohol), Cl (HCl). Run in C1=CC=CC=C1 (benzene). Yields the product COC=1C=C(CCNCC(C(=O)OCC2=C(C=CC=C2)OC)O)C=CC1OC (2-Methoxybenzyl 3-[[N-(3,4-Dimethoxyphenethyl)]amino]-2-hydroxypropionate). Isolated yield 23.0%. Reaction SMILES: [CH3:1][O:2][C:3]1[CH:4]=[C:5]([CH:15]=[CH:16][C:17]=1[O:18][CH3:19])[CH2:6][CH2:7][NH:8][CH2:9][CH:10]([OH:14])[C:11]([OH:13])=[O:12].[CH3:20][O:21][C:22]1[CH:29]=[CH:28][CH:27]=[CH:26][C:23]=1[CH2:24]O.Cl>C1C=CC=CC=1>[CH3:1][O:2][C:3]1[CH:4]=[C:5]([CH:15]=[CH:16][C:17]=1[O:18][CH3:19])[CH2:6][CH2:7][NH:8][CH2:9][CH:10]([OH:14])[C:11]([O:13][CH2:24][C:23]1[CH:26]=[CH:27][CH:28]=[CH:29][C:22]=1[O:21][CH3:20])=[O:12]. Procedure: To 3 g of the 3-(3,4-dimethoxyphenethyl)amino-2-hydroxypropionic acid prepared in Example I was added 200 ml of benzene and 20 ml of 2-methoxybenzyl alcohol. About 0.5 ml of concentrated HCl was added to catalyze the reaction. The reaction mixture was heated to reflux for 6 hours and the water was collected by a moisture trap. The reaction mixture was extracted with 200 ml of 0.5% HCl in water. The aqueous layer was basified with NaHCO3 and extracted with CHCl3. Evaporation of the CHCl3 gave an ... The reactants are CC[N+](CC)(CC)Cc1ccccc1, CNCCc1ccc(OC)c(OC)c1, [Cl-], COc1cc2nc(Cl)nc(N)c2cc1OC. Yields the product Cl, COc1ccc(CCN(C)c2nc(N)c3cc(OC)c(OC)cc3n2)cc1OC. Reaction SMILES: [CH2:32]([N+:33]([CH2:34][CH3:35])([CH2:36][CH3:37])[CH2:38][c:39]1[cH:40][cH:41][cH:42][cH:43][cH:44]1)[CH3:45].[CH3:17][NH:18][CH2:19][CH2:20][c:21]1[cH:22][c:23]([O:24][CH3:25])[c:26]([O:27][CH3:28])[cH:29][cH:30]1.[Cl-:31].[Cl:1][c:2]1[n:3][c:4]2[cH:5][c:6]([O:15][CH3:16])[c:7]([O:13][CH3:14])[cH:8][c:9]2[c:10]([NH2:12])[n:11]1>>[ClH:1].[c:2]1([N:18]([CH3:17])[CH2:19][CH2:20][c:21]2[cH:22][c:23]([O:24][CH3:25])[c:26]([O:27][CH3:28])[cH:29][cH:30]2)[n:3][c:4]2[cH:5][c:6]([O:15][CH3:16])[c:7]([O:13][CH3:14])[cH:8][c:9]2[c:10]([NH2:12])[n:11]1.